Dataset: the Open Reaction Database (ORD), a public repository of structured organic reaction records. Task: describe an organic reaction: reactants, conditions, products, and yield Starting materials: COc1ccc(C(C)=O)c(N)c1C, Cc1cccc(C(=O)O)n1, ClCCl, [Na+], [OH-], O, O=P(Cl)(Cl)Cl, c1ccncc1. The product is COc1ccc(C(C)=O)c(NC(=O)c2cccc(C)n2)c1C. Reaction SMILES: [C:11]([CH3:12])(=[O:13])[c:14]1[cH:15][cH:16][c:17]([O:22][CH3:23])[c:18]([CH3:21])[c:19]1[NH2:20].[CH3:1][c:2]1[cH:3][cH:4][cH:5][c:6]([C:8](=[O:9])[OH:10])[n:7]1.[Cl:37][CH2:38][Cl:39].[Na+:36].[OH-:35].[OH2:40].[P:30]([Cl:31])([Cl:32])([Cl:33])=[O:34].[cH:24]1[cH:25][cH:26][n:27][cH:28][cH:29]1>>[CH3:1][c:2]1[cH:3][cH:4][cH:5][c:6]([C:8](=[O:10])[NH:20][c:19]2[c:14]([C:11]([CH3:12])=[O:13])[cH:15][cH:16][c:17]([O:22][CH3:23])[c:18]2[CH3:21])[n:7]1. Reactants: C(C)(=O)NC1=C(N(C2=CC=CC=C12)C(=O)OCC)C(C1=CC=CC=C1)=O (3-acetylamino-2-benzoyl-1-(ethoxycarbonyl)indole), [K+].[Br-] (KBr). The product is C(C)(=O)NC1=C(NC2=CC=CC=C12)C(C1=CC=CC=C1)=O (3-Acetylamino-2-benzoylindole). Reaction SMILES: [C:1]([NH:4][C:5]1[C:13]2[C:8](=[CH:9][CH:10]=[CH:11][CH:12]=2)[N:7](C(OCC)=O)[C:6]=1[C:19](=[O:26])[C:20]1[CH:25]=[CH:24][CH:23]=[CH:22][CH:21]=1)(=[O:3])[CH3:2].[K+].[Br-]>>[C:1]([NH:4][C:5]1[C:13]2[C:8](=[CH:9][CH:10]=[CH:11][CH:12]=2)[NH:7][C:6]=1[C:19](=[O:26])[C:20]1[CH:25]=[CH:24][CH:23]=[CH:22][CH:21]=1)(=[O:3])[CH3:2] |f:1.2|. Procedure details: The title compound was prepared according to the procedure described in step 2 of Example 2 (Method A) from 3-acetylamino-2-benzoyl-1-(ethoxycarbonyl)indole (step 1). 1H-NMR (CDCl3) δ: 9.78 (1H, br s), 8.24 (1H, d, J=8 Hz), 8.22 (1H, br s), 7.82 (2H, d, J=8 Hz), 7.64-7.52 (3H, m), 7.42-7.25 (2H, m), 7.16 (1H, t, J=8 Hz), 2.26 (3H, s) IR (KBr) ν: 3360, 1670, 1620, 1540, 730 cm−1 The reactants are FC(C(=O)NC1=CC=C(C=C1)C=C)(F)F (2,2,2-trifluoro-N-(4-vinylphenyl)acetamide), (2R)-4-tert-Butyl-2-{1-[(4R)-4-tert-butyl-4,5-dihydro-1,3-oxazol-2-yl]-1-methylethyl}-4,5-dihydro-1,3-oxazole, [N+](=[N-])=CC(=O)OCC (ethyl diazoacetate), C([O-])([O-])=O.[K+].[K+] (potassium carbonate), O (water), solution, [N+](=[N-])=CC(=O)OCC (ethyl diazoacetate). Run in C(Cl)(Cl)Cl (chloroform), C(Cl)(Cl)Cl (chloroform), C(Cl)(Cl)Cl (chloroform). Conditions: time 8 hour. Yields the product C(C)OC(=O)[C@H]1[C@@H](C1)C1=CC=C(C=C1)N ((+)-(Trans)-ethyl-2-(4-aminophenyl)cyclopropanecarboxylate). The yield is 9.9%. RXN SMILES: FC(F)(F)C([NH:5][C:6]1[CH:11]=[CH:10][C:9]([CH:12]=[CH2:13])=[CH:8][CH:7]=1)=O.[N+](=[CH:18][C:19]([O:21][CH2:22][CH3:23])=[O:20])=[N-].C(=O)([O-])[O-].[K+].[K+].O>C(Cl)(Cl)Cl>[CH2:22]([O:21][C:19]([C@@H:18]1[CH2:13][C@H:12]1[C:9]1[CH:8]=[CH:7][C:6]([NH2:5])=[CH:11][CH:10]=1)=[O:20])[CH3:23] |f:2.3.4|. Procedure details: Trifluoroacetic anhydride (10.3 mL, 73.9 mmol) was added to a solution of 4-aminostyrene (8.00 g, 67.2 mmol) and pyridine (8.1 mL, 100.8 mmol) in 100 mL of dichloromethane at 0° C. The reaction mixture was diluted with dichloromethane and washed with 1N aqueous hydrochloric acid, dried over anhydrous sodium sulfate, concentrated under vacuum and purified by chromatography (silica gel, hexane:ethyl acetate) to give 10.89 g (75%) of 2,2,2-trifluoro-N-(4-vinylphenyl)acetamide (VIII-3) as a white so... Starting materials: CSC(CCCC(CC=O)C)(C)C (7-methylthio-3,7-dimethyloctan-1-al), C(C)OC(=O)C=C(CP(OCC)(OCC)=O)C (diethyl 3-ethoxycarbonyl-2-methylprop-2-enyl-phosphonate), C(C)(C)[O-].[Na+] (sodium isopropanolate). The solvent is CN(C=O)C (dimethylformamide). Run at time 18 hour. The product is CSC(CCCC(CC=CC(=CC(=O)OC(C)C)C)C)(C)C (isopropyl 11-methylthio-3,7,11-trimethyldodeca-2,4-dienoate). As a reaction SMILES: [CH3:1][S:2][C:3]([CH3:13])([CH3:12])[CH2:4][CH2:5][CH2:6][CH:7]([CH3:11])[CH2:8][CH:9]=O.[CH2:14]([O:16][C:17]([CH:19]=[C:20]([CH3:30])[CH2:21]P(=O)(OCC)OCC)=[O:18])[CH3:15].[CH:31]([O-])(C)C.[Na+]>CN(C)C=O>[CH3:1][S:2][C:3]([CH3:13])([CH3:12])[CH2:4][CH2:5][CH2:6][CH:7]([CH3:11])[CH2:8][CH:9]=[CH:21][C:20]([CH3:30])=[CH:19][C:17]([O:16][CH:14]([CH3:15])[CH3:31])=[O:18] |f:2.3|. Procedure details: To a mixture of 10 g. of 7-methylthio-3,7-dimethyloctan-1-al, 17 g. of diethyl 3-ethoxycarbonyl-2-methylprop-2-enyl-phosphonate (77% trans), and 150 ml. of dimethylformamide, under nitrogen, 0°, with stirring, is added sodium isopropanolate (prepared from 1.5 g. of sodium in 150 ml. of isopropanol). After addition is complete, the reaction is stirred for 18 hours at room temperature and then worked up by extraction with hexane to yield isopropyl 11-methylthio-3,7,11-trimethyldodeca-2,4-dienoate ... Starting materials: CCOC(=O)c1cc(N)cc(-c2ccc(C)cn2)c1, ICI, CC(C)CCON=O, CC#N. Yields the product CCOC(=O)c1cc(I)cc(-c2ccc(C)cn2)c1. As a reaction SMILES: [CH2:1]([CH3:2])[O:3][C:4]([c:5]1[cH:6][c:7]([NH2:18])[cH:8][c:9](-[c:11]2[n:12][cH:13][c:14]([CH3:17])[cH:15][cH:16]2)[cH:10]1)=[O:19].[CH2:28]([I:29])[I:30].[CH3:20][CH:21]([CH2:22][CH2:23][O:24][N:25]=[O:26])[CH3:27].[CH3:31][C:32]#[N:33]>>[CH2:1]([CH3:2])[O:3][C:4]([c:5]1[cH:6][c:7]([I:29])[cH:8][c:9](-[c:11]2[n:12][cH:13][c:14]([CH3:17])[cH:15][cH:16]2)[cH:10]1)=[O:19]. Starting materials: C(#N)C(CCC(=O)O)(C1=CC=CC=C1)C1=CC=CC=C1 (4-cyano-4,4-diphenylbutanoic acid), C(C(=O)Cl)(=O)Cl (oxalyl chloride). Reagents/catalysts: CN(C=O)C (N,N-Dimethylformamide). Solvent: ClCCl (dichloromethane). Conditions: time 2 hour. The product is C(#N)C(CCC(=O)Cl)(C1=CC=CC=C1)C1=CC=CC=C1 (4-Cyano-4,4-diphenylbutanoyl chloride). Reaction SMILES: [C:1]([C:3]([C:15]1[CH:20]=[CH:19][CH:18]=[CH:17][CH:16]=1)([C:9]1[CH:14]=[CH:13][CH:12]=[CH:11][CH:10]=1)[CH2:4][CH2:5][C:6](O)=[O:7])#[N:2].C(Cl)(=O)C([Cl:24])=O>CN(C)C=O.ClCCl>[C:1]([C:3]([C:15]1[CH:20]=[CH:19][CH:18]=[CH:17][CH:16]=1)([C:9]1[CH:14]=[CH:13][CH:12]=[CH:11][CH:10]=1)[CH2:4][CH2:5][C:6]([Cl:24])=[O:7])#[N:2]. Procedure details: N,N-Dimethylformamide (1 drop) was added to a suspension of 4-cyano-4,4-diphenylbutanoic acid [(7.8 g, 29 mmol), WO97/24325] and oxalyl chloride (5.2 mL, 60 mmol) in dichloromethane (40 mL) and the mixture was stirred at room temperature for 2 hours. The reaction mixture was then concentrated in vacuo and the residue was azeotroped with toluene (3×50 mL) to afford the crude title compound. The material was used in preparation 60 without further purification.